Dataset: the Open Reaction Database (ORD), a public repository of structured organic reaction records. Task: describe an organic reaction: reactants, conditions, products, and yield RXN SMILES: [CH3:1][O:2][C:3]1[CH:8]=[CH:7][N:6]=[C:5]([C:9]2[CH:16]=[CH:15][C:12]([CH:13]=O)=[CH:11][CH:10]=2)[N:4]=1.N1(C2C=C[C:25]([CH:26]=[O:27])=CC=2)C=CC=N1>>[CH3:1][O:2][C:3]1[CH:8]=[CH:7][N:6]=[C:5]([C:9]2[CH:16]=[CH:15][C:12]([CH:13]=[CH:25][CH:26]=[O:27])=[CH:11][CH:10]=2)[N:4]=1. Procedure: The title compound was prepared by a procedure analogous to Reference Example 30 by substituting 4-(4-methoxy-2-pyrimidinyl)benzaldehyde (prepared as described in Reference Example 13) for the 4-(1H-pyrazol-1-yl)-benzaldehyde of Reference Example 30. MS 241 (M+H)+. Starting materials: COC1=NC(=NC=C1)C1=CC=C(C=O)C=C1 (4-(4-Methoxy-2-pyrimidinyl)benzaldehyde), N1(N=CC=C1)C1=CC=C(C=O)C=C1 (4-(1H-pyrazol-1-yl)-benzaldehyde). Product: COC1=NC(=NC=C1)C1=CC=C(C=C1)C=CC=O (3-[4-(4-Methoxy-2-pyrimidinyl)phenyl]-2-propenal).